The task is: describe an organic reaction: reactants, conditions, products, and yield. This data is from the Open Reaction Database (ORD), a public repository of structured organic reaction records. Starting materials: [N+](=O)(O)[O-] (nitric acid), FC1=C(C=CC=C1)C1CN(CCC2=C1C=C(C=C2)O)C (5-(2-fluorophenyl)-7-hydroxy-3-methyl-2,3,4,5-tetrahydro-1H-3-benzazepine), C6H. The solvent is mixture, C(C)(=O)O (acetic acid), ice water. Product: FC1=C(C=CC=C1)C1CN(CCC2=C1C=C(C(=C2)[N+](=O)[O-])O)C (5-(2-fluorophenyl)-7-hydroxy-3-methyl-8-nitro-2,3,4,5-tetrahydro-1H-3-benzazepine). As a reaction SMILES: [F:1][C:2]1[CH:7]=[CH:6][CH:5]=[CH:4][C:3]=1[CH:8]1[C:14]2[CH:15]=[C:16]([OH:19])[CH:17]=[CH:18][C:13]=2[CH2:12][CH2:11][N:10]([CH3:20])[CH2:9]1.[N+:21]([O-])([OH:23])=[O:22]>C(O)(=O)C>[F:1][C:2]1[CH:7]=[CH:6][CH:5]=[CH:4][C:3]=1[CH:8]1[C:14]2[CH:15]=[C:16]([OH:19])[C:17]([N+:21]([O-:23])=[O:22])=[CH:18][C:13]=2[CH2:12][CH2:11][N:10]([CH3:20])[CH2:9]1. Procedure: 5.0 g 5-(2-fluorophenyl)-7-hydroxy-3-methyl-2,3,4,5-tetrahydro-1H-3-benzazepine was dissolved in 90 ml of a mixture of acetic acid and cooled in ice-water bath 0° C. Under stirring was added 1.7 ml fuming nitric acid and the mixture was stirred in the cold for 1 h. The reaction mixture was neutralized (pH 7.9) and the precipitate was extracted with ethyl acetate, dried and evaporated. After column chromatography (kieselgel/CH2Cl2: CH3OH 95:5) was isolated yellow crystals. M.p. 90-94° C. (dec). N... Starting materials: O=S(=O)(O)Cl, ClC(Cl)Cl, CCCCCCCCc1ccccc1. Product: CCCCCCCCc1ccc(S(=O)(=O)Cl)cc1. RXN SMILES: [Cl:15][S:16](=[O:17])(=[O:18])[OH:19].[Cl:20][CH:21]([Cl:22])[Cl:23].[c:1]1([CH2:7][CH2:8][CH2:9][CH2:10][CH2:11][CH2:12][CH2:13][CH3:14])[cH:2][cH:3][cH:4][cH:5][cH:6]1>>[c:1]1([CH2:7][CH2:8][CH2:9][CH2:10][CH2:11][CH2:12][CH2:13][CH3:14])[cH:2][cH:3][c:4]([S:16]([Cl:15])(=[O:17])=[O:18])[cH:5][cH:6]1.